From a dataset of the Open Reaction Database (ORD), a public repository of structured organic reaction records. describe an organic reaction: reactants, conditions, products, and yield Starting materials: CC1=NOC(=C1C1=C(C=C2C(=C(C=NC2=C1)N)NCC1CCOCC1)OC)C (7-(3,5-dimethylisoxazol-4-yl)-6-methoxy-N4-((tetrahydro-2H-pyran-4-yl)methyl)quinoline-3,4-diamine), Intermediate 17, N(=C=S)CCOC (1-isothiocyanato-2-(methyloxy)ethane). Product: CC1=NOC(=C1C=1C(=CC=2C3=C(C=NC2C1)N=C(N3CC3CCOCC3)NCCOC)OC)C (7-(3,5-dimethyl-4-isoxazolyl)-8-(methyloxy)-N-[2-(methyloxy)ethyl]-1-(tetrahydro-2H-pyran-4-ylmethyl)-1H-imidazo[4,5-c]quinolin-2-amine). The yield is 65.0%. As a reaction SMILES: [CH3:1][C:2]1[C:6]([C:7]2[CH:16]=[C:15]3[C:10]([C:11]([NH:18][CH2:19][CH:20]4[CH2:25][CH2:24][O:23][CH2:22][CH2:21]4)=[C:12]([NH2:17])[CH:13]=[N:14]3)=[CH:9][C:8]=2[O:26][CH3:27])=[C:5]([CH3:28])[O:4][N:3]=1.[N:29]([CH2:32][CH2:33][O:34][CH3:35])=[C:30]=S>>[CH3:1][C:2]1[C:6]([C:7]2[C:8]([O:26][CH3:27])=[CH:9][C:10]3[C:11]4[N:18]([CH2:19][CH:20]5[CH2:21][CH2:22][O:23][CH2:24][CH2:25]5)[C:30]([NH:29][CH2:32][CH2:33][O:34][CH3:35])=[N:17][C:12]=4[CH:13]=[N:14][C:15]=3[CH:16]=2)=[C:5]([CH3:28])[O:4][N:3]=1. Reported procedure: From 7-(3,5-dimethylisoxazol-4-yl)-6-methoxy-N4-((tetrahydro-2H-pyran-4-yl)methyl)quinoline-3,4-diamine (for a preparation see Intermediate 17) (70 mg) and 1-isothiocyanato-2-(methyloxy)ethane (50 mg) to give the title compound as beige solid (55 mg, 65%). LCMS (formate) Rt 0.68 min, MH+ 466 Starting materials: O=C(Nc1ccc2oc([N+](=O)[O-])c(-c3ccccc3)c2c1)c1ccccc1, O=C([O-])O, Cl, [Na+], C1CCOC1. Yields the product O=[N+]([O-])c1oc2ccc(NCc3ccccc3)cc2c1-c1ccccc1. As a reaction SMILES: [C:1]([c:2]1[cH:3][cH:4][cH:5][cH:6][cH:7]1)(=[O:8])[NH:9][c:10]1[cH:11][cH:12][c:13]2[c:14]([c:15](-[c:21]3[cH:22][cH:23][cH:24][cH:25][cH:26]3)[c:16]([N+:18](=[O:19])[O-:20])[o:17]2)[cH:27]1.[C:29](=[O:30])([OH:31])[O-:32].[ClH:28].[Na+:33].[O:34]1[CH2:35][CH2:36][CH2:37][CH2:38]1>>[CH2:1]([c:2]1[cH:3][cH:4][cH:5][cH:6][cH:7]1)[NH:9][c:10]1[cH:11][cH:12][c:13]2[c:14]([c:15](-[c:21]3[cH:22][cH:23][cH:24][cH:25][cH:26]3)[c:16]([N+:18](=[O:19])[O-:20])[o:17]2)[cH:27]1.